Dataset: the Open Reaction Database (ORD), a public repository of structured organic reaction records. Task: describe an organic reaction: reactants, conditions, products, and yield Starting materials: OC1=C(C=C(C#N)C=C1[N+](=O)[O-])C (4-hydroxy-3-methyl-5-nitrobenzonitrile), NN (Hydrazine). Reagents/catalysts: O.O.O.O.O.O.[Fe](Cl)Cl (Iron chloride hexahydrate). Solvent: CO (methanol). Conditions: temperature 70 celsius, time 2 hour. Yields the product NC=1C=C(C#N)C=C(C1O)C (3-Amino-4-hydroxy-5-methylbenzonitrile). Isolated yield 96.4%. As a reaction SMILES: [OH:1][C:2]1[C:9]([N+:10]([O-])=O)=[CH:8][C:5]([C:6]#[N:7])=[CH:4][C:3]=1[CH3:13].NN>CO.O.O.O.O.O.O.[Fe](Cl)Cl>[NH2:10][C:9]1[CH:8]=[C:5]([CH:4]=[C:3]([CH3:13])[C:2]=1[OH:1])[C:6]#[N:7] |f:3.4.5.6.7.8.9|. Procedure: Iron chloride hexahydrate (9.6 mg), 4-hydroxy-3-methyl-5-nitrobenzonitrile (126 mg), and 77 mg of activated carbon were suspended in 5 ml of methanol and heated under N2 at 70° C. for 10 min. Hydrazine (0.11 ml) was then added slowly and the mixture was stirred for 2 h at 70° C. The mixture was then cooled to room temperature and filtered through a plug of Celite, eluting with methanol. The eluent was concentrated in vacuo and the residue was purified on a 2×1500 micron preparative TLC plate, el... Reactants: O (water), Cl (hydrochloric acid), C(C)(=O)OC(C)=O (Acetic anhydride), Cl[C@@H]1[C@@H]2[C@]3(C=CC(C=C3CC[C@H]2[C@@H]2C[C@@H]([C@](C(CO)=O)([C@]2(C1)C)OC(C(C)C)=O)C)=O)C (11β-chloro-21-hydroxy-17-isobutyryloxy-16β-methylpregna-1,4-diene-3,20 dione). Solvent: N1=CC=CC=C1 (pyridine). Reaction conditions: time 3.5 hour. Yields the product C(C)(=O)OCC([C@]1([C@H](C[C@H]2[C@@H]3CCC4=CC(C=C[C@]4(C)[C@H]3[C@H](C[C@]12C)Cl)=O)C)OC(C(C)C)=O)=O (21-Acetoxy-11β-chloro-17-isobutyryloxy-16β-methylpregna-1,4-diene-3,20-dione), ( K ). Reaction SMILES: [C:1](OC(=O)C)(=[O:3])[CH3:2].[Cl:8][C@H:9]1[CH2:29][C@@:28]2([CH3:30])[C@@H:20]([CH2:21][C@H:22]([CH3:37])[C@:23]2([O:31][C:32](=[O:36])[CH:33]([CH3:35])[CH3:34])[C:24](=[O:27])[CH2:25][OH:26])[C@H:19]2[C@H:10]1[C@:11]1([CH3:39])[C:16]([CH2:17][CH2:18]2)=[CH:15][C:14](=[O:38])[CH:13]=[CH:12]1.O.Cl>N1C=CC=CC=1>[C:1]([O:26][CH2:25][C:24](=[O:27])[C@:23]1([O:31][C:32](=[O:36])[CH:33]([CH3:35])[CH3:34])[C@:28]2([CH3:30])[C@H:20]([C@H:19]3[C@H:10]([C@@H:9]([Cl:8])[CH2:29]2)[C@:11]2([CH3:39])[C:16](=[CH:15][C:14](=[O:38])[CH:13]=[CH:12]2)[CH2:17][CH2:18]3)[CH2:21][C@@H:22]1[CH3:37])(=[O:3])[CH3:2]. Reported procedure: Acetic anhydride (0.22 ml.) was added to a solution of 11β-chloro-21-hydroxy-17-isobutyryloxy-16β-methylpregna-1,4-diene-3,20 dione (71 mg.) in pyridine (1 ml.) at room temperature. After 3.5 hours, a little water was added and the solution was poured into dilute hydrochloric acid. Filtration of the precipitated solid and crystallization from methanol afforded the title compound, m.p. 204°-205° (K), [α]D + 95.2 (c 0.6 chloroform) λmax 240 nm (ε 15,450) (Found: C, 67.05; H, 7.4; Cl, 7.05, C28H37C...